describe an organic reaction: reactants, conditions, products, and yield From a dataset of the Open Reaction Database (ORD), a public repository of structured organic reaction records. Reactants: BrBr (Bromine), COC=1C=C2C=CC(=CC2=CC1)C#N (6-methoxy-naphthalene-2-carbonitrile). Run in CC(=O)O (HOAc), CC(=O)O (HOAc). Conditions: time 8 hour. Yields the product BrC1=C2C=CC(=CC2=CC=C1OC)C#N (5-bromo-6-methoxy-naphthalene-2-carbonitrile). Isolated yield 87.3%. Reaction SMILES: [Br:1]Br.[CH3:3][O:4][C:5]1[CH:6]=[C:7]2[C:12](=[CH:13][CH:14]=1)[CH:11]=[C:10]([C:15]#[N:16])[CH:9]=[CH:8]2>CC(O)=O>[Br:1][C:6]1[C:5]([O:4][CH3:3])=[CH:14][CH:13]=[C:12]2[C:7]=1[CH:8]=[CH:9][C:10]([C:15]#[N:16])=[CH:11]2. Procedure details: Bromine (7.0 mL, 0.137 mol) in 100 mL of glacial HOAc was added under nitrogen dropwise over 4 h to a solution of 6-methoxy-naphthalene-2-carbonitrile (25.02 g, 0.137 mol) in 700 mL of glacial HOAc at room temperature. After the addition the reaction was stirred at room temperature overnight. The solid that formed was collected by filtration, rinsed with glacial HOAc and dried under reduced pressure to give 5-bromo-6-methoxy-naphthalene-2-carbonitrile (31.35 g, 88%) as a white solid, mp 177-178°... Reactants: N(C(=O)C)C1=CC2=C(N=C(N2)C2=C(C=C(C=C2)OS(=O)(=O)C)OC)C=C1 (5-acetamino-2-(2'-methoxy-4'-methanesulfonyloxy-phenyl)-benzimidazole). Solvent: Cl (hydrochloric acid). Run at temperature 80 celsius, time 2 hour. The product is NC1=CC2=C(N=C(N2)C2=C(C=C(C=C2)OS(=O)(=O)C)OC)C=C1 (5-Amino-2-(2'-methoxy-4'-methanesulfonyloxy-phenyl)-benzimidazole). Reaction SMILES: [NH:1]([C:5]1[CH:26]=[CH:25][C:8]2[N:9]=[C:10]([C:12]3[CH:17]=[CH:16][C:15]([O:18][S:19]([CH3:22])(=[O:21])=[O:20])=[CH:14][C:13]=3[O:23][CH3:24])[NH:11][C:7]=2[CH:6]=1)C(C)=O>Cl>[NH2:1][C:5]1[CH:26]=[CH:25][C:8]2[N:9]=[C:10]([C:12]3[CH:17]=[CH:16][C:15]([O:18][S:19]([CH3:22])(=[O:21])=[O:20])=[CH:14][C:13]=3[O:23][CH3:24])[NH:11][C:7]=2[CH:6]=1. Procedure details: Five grams (13.3 mmol) of 5-acetamino-2-(2'-methoxy-4'-methanesulfonyloxy-phenyl)-benzimidazole were suspended in 150 ml of concentrated hydrochloric acid and stirred at 80° C. for two hours. After cooling, the crude product precipitated was subjected to suction filtration and chromatographed on 500 gm of aluminium oxide (neutral) (eluant: methylene chloride with 2.5% ethanol). Reactants: [H-].[Na+] (sodium hydride), 16, FC1=CC=C(C=C1)N1CNC(C12CCN(CC2)C(=O)OCC)=O (ethyl 1-(4-fluorophenyl)-4-oxo-1,3,8-triazaspiro[4,5]decane-8-carboxylate), CS(=O)C (dimethyl sulfoxide), IC (iodomethane). Solvent: C1=CC=CC=C1 (benzene). Conditions: time 8 hour. Yields the product 14.7, FC1=CC=C(C=C1)N1CN(C(C12CCN(CC2)C(=O)OCC)=O)C (ethyl 1-(4-fluorophenyl)-3-methyl-4-oxo-1,3,8-triazaspiro[4,5]decane-8-carboxylate). The yield is 88.0%. Reaction SMILES: [F:1][C:2]1[CH:7]=[CH:6][C:5]([N:8]2[C:12]3([CH2:17][CH2:16][N:15]([C:18]([O:20][CH2:21][CH3:22])=[O:19])[CH2:14][CH2:13]3)[C:11](=[O:23])[NH:10][CH2:9]2)=[CH:4][CH:3]=1.[CH3:24]S(C)=O.[H-].[Na+].IC>C1C=CC=CC=1>[F:1][C:2]1[CH:7]=[CH:6][C:5]([N:8]2[C:12]3([CH2:17][CH2:16][N:15]([C:18]([O:20][CH2:21][CH3:22])=[O:19])[CH2:14][CH2:13]3)[C:11](=[O:23])[N:10]([CH3:24])[CH2:9]2)=[CH:4][CH:3]=1 |f:2.3|. Reported procedure: To a stirred and cooled (below 5° C.) mixture of 16 parts of ethyl 1-(4-fluorophenyl)-4-oxo-1,3,8-triazaspiro[4,5]decane-8-carboxylate, 200 parts of dimethyl sulfoxide and 200 parts of benzene are added 3.5 parts of a sodium hydride dispersion 50%. After stirring for 1 hour at a temperature below 5° C., there are added dropwise 10 parts of iodomethane at this temperature. Upon completion, stirring is continued overnight at room temperature. The reaction mixture is poured onto water and the layer... Starting materials: ClC(Cl)(Cl)Cl, O=[N+]([O-])O, O=S(=O)(O)O, COC(=O)C1CCC(c2ccccc2)C1. Yields the product COC(=O)C1CCC(c2ccc([N+](=O)[O-])cc2)C1. Reaction SMILES: [C:25]([Cl:26])([Cl:27])([Cl:28])[Cl:29].[OH:1][N+:2]([O-:3])=[O:4].[S:5](=[O:6])(=[O:7])([OH:8])[OH:9].[c:10]1([CH:16]2[CH2:17][CH:18]([C:21](=[O:22])[O:23][CH3:24])[CH2:19][CH2:20]2)[cH:11][cH:12][cH:13][cH:14][cH:15]1>>[O-:1][N+:2](=[O:4])[c:13]1[cH:12][cH:11][c:10]([CH:16]2[CH2:17][CH:18]([C:21](=[O:22])[O:23][CH3:24])[CH2:19][CH2:20]2)[cH:15][cH:14]1. The reactants are BrCCCCN1C(CNC2=C(C1=O)C=CC=C2)=O (4-(4-bromobutyl)-2,3,4,5-tetrahydro-1,4-benzodiazepine-3.5-dione), N1=C(C=CC=C1)N1CCNCC1 (1-(2-pyridyl)piperazine). Run in O1CCOCC1 (dioxane). Product: N1=C(C=CC=C1)N1CCN(CC1)CCCCN1C(CNC2=C(C1=O)C=CC=C2)=O (4-(4-(4-(2-pyridyl)piperazinyl)butyl)-2,3,4,5-tetrahydro-1,4-benzodiazepine-3,5-dione). Yield: 97.0%. As a reaction SMILES: Br[CH2:2][CH2:3][CH2:4][CH2:5][N:6]1[C:12](=[O:13])[C:11]2[CH:14]=[CH:15][CH:16]=[CH:17][C:10]=2[NH:9][CH2:8][C:7]1=[O:18].[N:19]1[CH:24]=[CH:23][CH:22]=[CH:21][C:20]=1[N:25]1[CH2:30][CH2:29][NH:28][CH2:27][CH2:26]1>O1CCOCC1>[N:19]1[CH:24]=[CH:23][CH:22]=[CH:21][C:20]=1[N:25]1[CH2:26][CH2:27][N:28]([CH2:2][CH2:3][CH2:4][CH2:5][N:6]2[C:12](=[O:13])[C:11]3[CH:14]=[CH:15][CH:16]=[CH:17][C:10]=3[NH:9][CH2:8][C:7]2=[O:18])[CH2:29][CH2:30]1. Procedure: To a solution of 70 mg of the compound of Example 14 dissolved in 10 ml of dioxane was added 0.105 ml (3 equivalents) of 1-(2-pyridyl)piperazine and the mixture heated under reflux for 8 hours. The reaction treatment and purification were conducted as in Example 17, to obtain 86.2 mg of the desired compound (yield 97%). The maleate was obtained by converting the product to maleate in a conventional manner, followed by recrystallization from methylene chloride-ether. The product is Cl, c1ccc(C2CCN(CCCN3CCC(c4c[nH]c5ccccc45)CC3)CC2)cc1. RXN SMILES: [C:33](=[O:34])([O-:35])[O-:36].[Cl:17][CH2:18][CH2:19][CH2:20][N:21]1[CH2:22][CH2:23][CH:24]([c:27]2[cH:28][cH:29][cH:30][cH:31][cH:32]2)[CH2:25][CH2:26]1.[ClH:16].[K+:37].[K+:38].[O:39]=[CH:40][N:41]([CH3:42])[CH3:43].[nH:1]1[cH:2][c:3]([CH:10]2[CH2:11][CH2:12][NH:13][CH2:14][CH2:15]2)[c:4]2[cH:5][cH:6][cH:7][cH:8][c:9]12>>[ClH:17].[nH:1]1[cH:2][c:3]([CH:10]2[CH2:11][CH2:12][N:13]([CH2:18][CH2:19][CH2:20][N:21]3[CH2:22][CH2:23][CH:24]([c:27]4[cH:28][cH:29][cH:30][cH:31][cH:32]4)[CH2:25][CH2:26]3)[CH2:14][CH2:15]2)[c:4]2[cH:5][cH:6][cH:7][cH:8][c:9]12. Reactants: O=C([O-])[O-], ClCCCN1CCC(c2ccccc2)CC1, Cl, [K+], [K+], CN(C)C=O, c1ccc2c(C3CCNCC3)c[nH]c2c1.